This data is from the Open Reaction Database (ORD), a public repository of structured organic reaction records. The task is: describe an organic reaction: reactants, conditions, products, and yield Reactants: FC=1C(=NC(=C(C(=O)N)C1)NC1=CC=C(C=C1)N1CCOCC1)C1=CC(CCC1)=O (5-fluoro-2-(4-morpholinophenylamino)-6-(3-oxocyclohex-1-enyl)nicotinamide), C(C)(=O)[O-].[NH4+] (ammonium acetate), [BH4-].[Na+] (sodium borohydride), CO (MeOH). Reagents/catalysts: CC([O-])C.[Ti+4].CC([O-])C.CC([O-])C.CC([O-])C (titanium(IV) isopropoxide). Run in CN(C)C=O (DMF). Reaction conditions: time 1 hour. The product is NC1C=C(CCC1)C1=NC(=C(C(=O)N)C=C1F)NC1=CC=C(C=C1)N1CCOCC1 (6-(3-Aminocyclohex-1-enyl)-5-fluoro-2-(4-morpholinophenylamino)nicotinamide). Yield: 8.7%. RXN SMILES: [F:1][C:2]1[C:3]([C:24]2[CH2:29][CH2:28][CH2:27][C:26](=O)[CH:25]=2)=[N:4][C:5]([NH:11][C:12]2[CH:17]=[CH:16][C:15]([N:18]3[CH2:23][CH2:22][O:21][CH2:20][CH2:19]3)=[CH:14][CH:13]=2)=[C:6]([CH:10]=1)[C:7]([NH2:9])=[O:8].C([O-])(=O)C.[NH4+:35].[BH4-].[Na+].CO>CN(C=O)C.CC(C)[O-].[Ti+4].CC(C)[O-].CC(C)[O-].CC(C)[O-]>[NH2:35][CH:26]1[CH2:27][CH2:28][CH2:29][C:24]([C:3]2[C:2]([F:1])=[CH:10][C:6]([C:7]([NH2:9])=[O:8])=[C:5]([NH:11][C:12]3[CH:17]=[CH:16][C:15]([N:18]4[CH2:23][CH2:22][O:21][CH2:20][CH2:19]4)=[CH:14][CH:13]=3)[N:4]=2)=[CH:25]1 |f:1.2,3.4,7.8.9.10.11|. Procedure details: A solution of 5-fluoro-2-(4-morpholinophenylamino)-6-(3-oxocyclohex-1-enyl)nicotinamide (1.2 g, 2.92 mmol), ammonium acetate (2.254 g, 29.2 mmol) and titanium(IV) isopropoxide (2.57 mL, 8.77 mmol) in DMF (0.8 mL) was stirred at rt overnight. To the above solution were added sodium borohydride (0.221 g, 5.85 mmol) and 0.2 mL of MeOH. Violent bubbling occurred and the reaction mixture became warm. The reaction mixture was stirred at rt for 1 h. To the reaction mixture was added 1N NaOH (10 mL). A ... Product: BrC1=C(SC(=C1)C(OCC)OCC)[N+](=O)[O-] (3-bromo-5-(diethoxymethyl)-2-nitrothiophene). As a reaction SMILES: [Br:1][C:2]1[CH:3]=[C:4](C=O)[S:5][C:6]=1[N+:7]([O-:9])=[O:8].[Cl-].[NH4+].[CH:14]([O:21][CH2:22][CH3:23])([O:18][CH2:19][CH3:20])OCC>CCO>[Br:1][C:2]1[CH:3]=[C:4]([CH:14]([O:18][CH2:19][CH3:20])[O:21][CH2:22][CH3:23])[S:5][C:6]=1[N+:7]([O-:9])=[O:8] |f:1.2|. The yield is 81.2%. Procedure details: To a solution of 4-bromo-5-nitrothiophene-2-carbaldehyde (Int. 65) (6.981 g, 29.6 mmol) in EtOH (50 ml), ammonium chloride (0.475 g, 8.87 mmol) and triethyl orthoformate (7.39 ml, 44.4 mmol) were added, and the resulting solution was stirred at 60° C. for 14 hours. Additional triethyl orthoformate (7.39 ml, 44.4 mmol) was added, and the mixture was vigorously refluxed for further 2 days. The solvent was evaporated under vacuum and the crude was partitioned between water and EtOAc. The organic ph... Run in CCO (EtOH). Conditions: temperature 60 celsius, time 14 hour. The reactants are BrC=1C=C(SC1[N+](=O)[O-])C=O (4-bromo-5-nitrothiophene-2-carbaldehyde), [Cl-].[NH4+] (ammonium chloride), C(OCC)(OCC)OCC (triethyl orthoformate), C(OCC)(OCC)OCC (triethyl orthoformate). Starting materials: ClCCl, CN(C)C=O, O=C(O)C(CC1CCCC1)c1ccc(Cl)c(Cl)c1, O=C(Cl)C(=O)Cl, Nc1cnccn1, C1CCOC1, O, c1ccncc1. Yields the product O=C(Nc1cnccn1)C(CC1CCCC1)c1ccc(Cl)c(Cl)c1. Reaction SMILES: [CH2:38]([Cl:39])[Cl:40].[CH3:41][N:42]([CH3:43])[CH:44]=[O:45].[CH:1]1([CH2:6][CH:7]([C:8](=[O:9])[OH:10])[c:11]2[cH:12][c:13]([Cl:18])[c:14]([Cl:17])[cH:15][cH:16]2)[CH2:2][CH2:3][CH2:4][CH2:5]1.[Cl:19][C:20]([C:21]([Cl:22])=[O:23])=[O:24].[NH2:25][c:26]1[n:27][cH:28][cH:29][n:30][cH:31]1.[O:46]1[CH2:47][CH2:48][CH2:49][CH2:50]1.[OH2:51].[cH:32]1[cH:33][cH:34][n:35][cH:36][cH:37]1>>[CH:1]1([CH2:6][CH:7]([C:8](=[O:10])[NH:25][c:26]2[n:27][cH:28][cH:29][n:30][cH:31]2)[c:11]2[cH:12][c:13]([Cl:18])[c:14]([Cl:17])[cH:15][cH:16]2)[CH2:2][CH2:3][CH2:4][CH2:5]1. Starting materials: NC=1C(=CC(=C(C1)C=1C(N(C2=CC(=NC=C2C1)Cl)CC)=O)Cl)F (3-(5-amino-2-chloro-4-fluorophenyl)-7-chloro-1-ethyl-1,6-naphthyridin-2(1H)-one), CN1CC(CC1)N (1-methyl-pyrrolidin-3-ylamine), C1CCC2=NCCCN2CC1 (DBU). The solvent is CN1CCCC1=O (NMP). The product is NC=1C(=CC(=C(C1)C=1C(N(C2=CC(=NC=C2C1)NC1CN(CC1)C)CC)=O)Cl)F (3-(5-amino-2-chloro-4-fluorophenyl)-1-ethyl-7-(1-methylpyrrolidin-3-ylamino)-1,6-naphthyridin-2(1H)-one). Isolated yield 84.7%. RXN SMILES: [NH2:1][C:2]1[C:3]([F:23])=[CH:4][C:5]([Cl:22])=[C:6]([C:8]2[C:9](=[O:21])[N:10]([CH2:19][CH3:20])[C:11]3[C:16]([CH:17]=2)=[CH:15][N:14]=[C:13](Cl)[CH:12]=3)[CH:7]=1.[CH3:24][N:25]1[CH2:29][CH2:28][CH:27]([NH2:30])[CH2:26]1.C1CCN2C(=NCCC2)CC1>CN1C(=O)CCC1>[NH2:1][C:2]1[C:3]([F:23])=[CH:4][C:5]([Cl:22])=[C:6]([C:8]2[C:9](=[O:21])[N:10]([CH2:19][CH3:20])[C:11]3[C:16]([CH:17]=2)=[CH:15][N:14]=[C:13]([NH:30][CH:27]2[CH2:28][CH2:29][N:25]([CH3:24])[CH2:26]2)[CH:12]=3)[CH:7]=1. Procedure: A solution of Example A3 (500 mg, 1.42 mmol), 1-methyl-pyrrolidin-3-ylamine (170 mg, 1.7 mmol) and DBU (383 mg, 2.84 mmol) in NMP (5 mL) was heated with a microwave at 160° C. for 2 h. After cooling to RT, the mixture was purified by silica gel chromatography to yield 3-(5-amino-2-chloro-4-fluorophenyl)-1-ethyl-7-(1-methylpyrrolidin-3-ylamino)-1,6-naphthyridin-2(1H)-one (500 mg, 85% yield) as a yellow oil. As a reaction SMILES: [C:1](=[O:2])([O:3][CH2:4][CH3:5])[CH2:6][CH2:7][c:8]1[cH:9][nH:10][c:11]([C:14](=[O:15])[O:16][CH2:17][CH3:18])[c:12]1[CH3:13].[CH3:32][C:33](=[O:34])[OH:35].[CH:26]([CH2:27][CH3:28])=[O:29].[IH:19].[NH3:30].[OH2:31].[P:20]([P:21]([OH:22])[OH:23])([OH:24])[OH:25]>>[C:1](=[O:2])([O:3][CH2:4][CH3:5])[CH2:6][CH2:7][c:8]1[c:9]([CH2:26][CH2:27][CH3:28])[nH:10][c:11]([C:14](=[O:15])[O:16][CH2:17][CH3:18])[c:12]1[CH3:13]. Reactants: CCOC(=O)CCc1c[nH]c(C(=O)OCC)c1C, CC(=O)O, CCC=O, I, N, O, OP(O)P(O)O. The product is CCCc1[nH]c(C(=O)OCC)c(C)c1CCC(=O)OCC. Starting materials: O=C([O-])[O-], CCOC(C)=O, Cc1cccc(OC(=O)c2ccnc(Cl)c2)c1, Cl, [K+], [K+], O=C=O, O, NS(=O)(=O)c1ccccc1-c1ccccc1. The product is O=C(NS(=O)(=O)c1ccccc1-c1ccccc1)c1ccnc(Cl)c1. RXN SMILES: [C:34](=[O:35])([O-:36])[O-:37].[CH3:44][CH2:45][O:46][C:47](=[O:48])[CH3:49].[Cl:1][c:2]1[cH:3][c:4]([C:5]([O:7][c:6]2[cH:8][cH:9][cH:10][c:11]([CH3:12])[cH:13]2)=[O:14])[cH:15][cH:16][n:17]1.[ClH:43].[K+:38].[K+:39].[O:40]=[C:41]=[O:42].[OH2:50].[c:18]1(-[c:28]2[cH:29][cH:30][cH:31][cH:32][cH:33]2)[c:19]([S:24](=[O:25])(=[O:26])[NH2:27])[cH:20][cH:21][cH:22][cH:23]1>>[Cl:1][c:2]1[cH:3][c:4]([C:5](=[O:7])[NH:27][S:24]([c:19]2[c:18](-[c:28]3[cH:29][cH:30][cH:31][cH:32][cH:33]3)[cH:23][cH:22][cH:21][cH:20]2)(=[O:25])=[O:26])[cH:15][cH:16][n:17]1. Reactants: F[B-](F)(F)F, COCCc1nc(C(=O)O)c(Nc2cccnc2)s1, Cc1cccc(N)n1, CN(C)C=O, CCN(C(C)C)C(C)C, CN(C)C(On1nnc2ccccc21)=[N+](C)C. Product: COCCc1nc(C(=O)Nc2cccc(C)n2)c(Nc2cccnc2)s1. Reaction SMILES: [B-:29]([F:30])([F:31])([F:32])[F:33].[CH3:1][O:2][CH2:3][CH2:4][c:5]1[s:6][c:7]([NH:13][c:14]2[cH:15][n:16][cH:17][cH:18][cH:19]2)[c:8]([C:10](=[O:11])[OH:12])[n:9]1.[CH3:51][c:52]1[cH:53][cH:54][cH:55][c:56]([NH2:58])[n:57]1.[CH3:59][N:60]([CH3:61])[CH:62]=[O:63].[CH:20]([N:21]([CH2:22][CH3:23])[CH:24]([CH3:25])[CH3:26])([CH3:27])[CH3:28].[n:34]1([O:35][C:36]([N:37]([CH3:38])[CH3:39])=[N+:40]([CH3:41])[CH3:42])[c:43]2[cH:44][cH:45][cH:46][cH:47][c:48]2[n:49][n:50]1>>[CH3:1][O:2][CH2:3][CH2:4][c:5]1[s:6][c:7]([NH:13][c:14]2[cH:15][n:16][cH:17][cH:18][cH:19]2)[c:8]([C:10](=[O:12])[NH:58][c:56]2[cH:55][cH:54][cH:53][c:52]([CH3:51])[n:57]2)[n:9]1. Starting materials: CI (methyl iodide), C=C1C2C=3CC4C(C=CC(C4CC3C(C1=C)O2)=O)=O (1,2,3,4,8a,9,10,10a-octahydro-2,3-dimethylene-1,4-epoxy-anthracene-5,8-dione), C([O-])([O-])=O.[K+].[K+] (potassium carbonate), CC(=O)C (acetone). Conditions: temperature 80 celsius. Yields the product COC1=C2CC=3C4C(C(C(C3CC2=C(C=C1)OC)O4)=C)=C (1,2,3,4,9,10-hexahydro-5,8-dimethoxy-2,3-dimethylene-1,4-epoxyanthracene). Isolated yield 92.0%. RXN SMILES: [CH3:1]I.[CH2:3]=[C:4]1[C:17](=[CH2:18])C2O[CH:5]1[C:6]1[CH2:7][CH:8]3[CH:13]([CH2:14][C:15]=12)[C:12](=[O:20])[CH:11]=[CH:10][C:9]3=O.[C:22](=[O:25])([O-])[O-].[K+].[K+].C[C:29](C)=[O:30]>>[CH3:1][O:20][C:12]1[CH:11]=[CH:10][C:9]([O:30][CH3:29])=[C:8]2[C:13]=1[CH2:14][C:15]1[CH:22]3[O:25][CH:5]([C:6]=1[CH2:7]2)[C:4](=[CH2:3])[C:17]3=[CH2:18] |f:2.3.4|. Procedure details: 11.21 g (79 mmol) of methyl iodide were added dropwise under nitrogen to a mixture of 2 g (7.9 mmol) of 1,2,3,4,8a,9,10,10a-octahydro-2,3-dimethylene-1,4-epoxy-anthracene-5,8-dione, 10.9 g (79 mmol) of dried potassium carbonate and 100 ml of anhydrous acetone. The mixture was heated to 80° C. for 15 hours, filtered, the filtrate was concentrated, the residue was taken up in 80 ml of chloroform and the solution was washed with three 40 ml portions of water. After drying over magnesium sulphate, c... The reactants are Cc1ccccc1C(=O)c1ccc(O)cc1, CN(C)c1ccncc1, COc1cc2nccc(Cl)c2cc1OC, Cc1ccccc1C. Yields the product COc1cc2nccc(Oc3ccc(C(=O)c4ccccc4C)cc3)c2cc1OC. As a reaction SMILES: [CH3:1][c:2]1[c:3]([C:8](=[O:9])[c:10]2[cH:11][cH:12][c:13]([OH:16])[cH:14][cH:15]2)[cH:4][cH:5][cH:6][cH:7]1.[CH3:32][N:33]([CH3:34])[c:35]1[cH:36][cH:37][n:38][cH:39][cH:40]1.[Cl:17][c:18]1[cH:19][cH:20][n:21][c:22]2[cH:23][c:24]([O:30][CH3:31])[c:25]([O:28][CH3:29])[cH:26][c:27]12.[c:41]1([CH3:42])[c:43]([CH3:44])[cH:45][cH:46][cH:47][cH:48]1>>[CH3:1][c:2]1[c:3]([C:8](=[O:9])[c:10]2[cH:11][cH:12][c:13]([O:16][c:18]3[cH:19][cH:20][n:21][c:22]4[cH:23][c:24]([O:30][CH3:31])[c:25]([O:28][CH3:29])[cH:26][c:27]34)[cH:14][cH:15]2)[cH:4][cH:5][cH:6][cH:7]1. Reactants: CC(C(=O)O)N(CC(F)(F)F)c1ccc(C#N)c(C(F)(F)F)c1, CCN. Product: CCNC(=O)C(C)N(CC(F)(F)F)c1ccc(C#N)c(C(F)(F)F)c1. As a reaction SMILES: [C:1](#[N:2])[c:3]1[c:4]([C:20]([F:21])([F:22])[F:23])[cH:5][c:6]([N:9]([CH:10]([CH3:11])[C:12](=[O:13])[OH:14])[CH2:15][C:16]([F:17])([F:18])[F:19])[cH:7][cH:8]1.[CH3:24][CH2:25][NH2:26]>>[C:1](#[N:2])[c:3]1[c:4]([C:20]([F:21])([F:22])[F:23])[cH:5][c:6]([N:9]([CH:10]([CH3:11])[C:12](=[O:14])[NH:26][CH2:25][CH3:24])[CH2:15][C:16]([F:17])([F:18])[F:19])[cH:7][cH:8]1.